Dataset: the Open Reaction Database (ORD), a public repository of structured organic reaction records. Task: describe an organic reaction: reactants, conditions, products, and yield Reactants: C1(CC1)C1=CC=C(C=C1)CO ((4-cyclopropylphenyl)methanol), C1(CC1)C1=CC=C(C=C1)CO ((4-Cyclopropylphenyl)methanol), IC1=CC(=C(C=C1)O)OC (4-iodo-2-methoxyphenol), C1(=CC=CC=C1)P(C1=CC=CC=C1)C1=CC=CC=C1 (triphenylphosphine), N(=NC(=O)OC(C)C)C(=O)OC(C)C (diisopropyl azodicarboxylate). Solvent: O1CCCC1 (tetrahydrofuran). Conditions: time 22 hour. The product is C1(CC1)C1=CC=C(COC2=C(C=C(C=C2)I)OC)C=C1 (1-(4-Cyclopropylbenzyloxy)-4-iodo-2-methoxybenzene). Isolated yield 46.5%. As a reaction SMILES: [CH:1]1([C:4]2[CH:9]=[CH:8][C:7]([CH2:10][OH:11])=[CH:6][CH:5]=2)[CH2:3][CH2:2]1.[I:12][C:13]1[CH:18]=[CH:17][C:16](O)=[C:15]([O:20][CH3:21])[CH:14]=1.C1(P(C2C=CC=CC=2)C2C=CC=CC=2)C=CC=CC=1.N(C(OC(C)C)=O)=NC(OC(C)C)=O>O1CCCC1>[CH:1]1([C:4]2[CH:5]=[CH:6][C:7]([CH2:10][O:11][C:16]3[CH:17]=[CH:18][C:13]([I:12])=[CH:14][C:15]=3[O:20][CH3:21])=[CH:8][CH:9]=2)[CH2:3][CH2:2]1. Procedure: To a solution of (4-cyclopropylphenyl)methanol (4.5 g) prepared in (2) and 4-iodo-2-methoxyphenol (7.5 g) in THF (40 mL) were added triphenylphosphine (8.7 g) and diisopropyl azodicarboxylate (6.5 mL) at 0° C. The reaction mixture was stirred at RT for 22 hr. The solvent was removed under reduced pressure. The residue was purified by silica-gel chromatography (Developing solvent: hexane/ethyl acetate=9/1) to give the title compound (5.3 g, 46%). The reactants are BrC1=CC(=C(OCCOC)C(=C1)C)C (1-(4-bromo-2,6-dimethylphenoxy)-2-methoxyethane), CN(C=O)C (dimethylformamide). Reagents/catalysts: [Cu]I (copper (I) iodide). Run in [OH-].[Na+] (sodium hydroxide), C(C)N(CC)CC (triethylamine). Conditions: temperature 65 celsius. The product is COCCOC1=C(C=C(C=C1C)C#CC1(CN2CCC1CC2)O)C (3-[2-(4-{2-methoxyethoxy}-3,5-dimethylphenyl)ethynyl]quinuclidin-3-ol). As a reaction SMILES: Br[C:2]1[CH:12]=[C:11]([CH3:13])[C:5]([O:6][CH2:7][CH2:8][O:9][CH3:10])=[C:4]([CH3:14])[CH:3]=1.[CH3:15][N:16]([CH3:19])[CH:17]=O>C(N(CC)CC)C.[OH-].[Na+].[Cu]I>[CH3:10][O:9][CH2:8][CH2:7][O:6][C:5]1[C:11]([CH3:13])=[CH:12][C:2]([C:3]#[C:4][C:5]2([OH:6])[CH:11]3[CH2:13][CH2:19][N:16]([CH2:17][CH2:12]3)[CH2:15]2)=[CH:3][C:4]=1[CH3:14] |f:3.4|. Procedure: 1-(4-bromo-2,6-dimethylphenoxy)-2-methoxyethane (704 mg) and copper (I) iodide (48 mg) in dimethylformamide (DMF) (5.5 ml) and triethylamine (2.7 ml) at ambient temperature and under an atmosphere of argon. The mixture was heated at 65° C. for 14 hours, cooled to ambient temperature, diluted with 2M aqueous sodium hydroxide (20 ml) and extracted with diethyl ether (5×100 ml). The ethereal extracts were combined, washed with water (100 ml) and saturated brine (100 ml), dried (K2CO3) and evaporate... The reactants are CCc1cnc(N(CCc2csc(SC(C)(C)C(=O)OC(C)(C)C)n2)Cc2ccc(Br)cc2)nc1, ClCCl, O=C(O)C(F)(F)F. Yields the product CCc1cnc(N(CCc2csc(SC(C)(C)C(=O)O)n2)Cc2ccc(Br)cc2)nc1. As a reaction SMILES: [C:1]([CH3:2])([CH3:3])([CH3:4])[O:5][C:6]([C:7]([CH3:8])([CH3:9])[S:10][c:11]1[s:12][cH:13][c:14]([CH2:16][CH2:17][N:18]([c:19]2[n:20][cH:21][c:22]([CH2:25][CH3:26])[cH:23][n:24]2)[CH2:27][c:28]2[cH:29][cH:30][c:31]([Br:34])[cH:32][cH:33]2)[n:15]1)=[O:35].[Cl:43][CH2:44][Cl:45].[OH:36][C:37]([C:38]([F:39])([F:40])[F:41])=[O:42]>>[O:5]=[C:6]([C:7]([CH3:8])([CH3:9])[S:10][c:11]1[s:12][cH:13][c:14]([CH2:16][CH2:17][N:18]([c:19]2[n:20][cH:21][c:22]([CH2:25][CH3:26])[cH:23][n:24]2)[CH2:27][c:28]2[cH:29][cH:30][c:31]([Br:34])[cH:32][cH:33]2)[n:15]1)[OH:35]. Starting materials: OC1=C(C=C(CC2N(CCC3=CC(=C(C=C23)OC)OC)CC(=O)NCC2=CC=CC=C2)C=C1)OC (2-[1-(4-hydroxy-3-methoxy-benzyl)-6,7-dimethoxy-3,4-dihydro-1H-isoquinolin-2-yl]-N-benzyl-acetamide), BrCC(=O)OCC (ethyl bromoacetate). Yields the product C(C)OC(COC1=C(C=C(C=C1)CC1N(CCC2=CC(=C(C=C12)OC)OC)CC(NCC1=CC=CC=C1)=O)OC)=O ({4-[2-(Benzylcarbamoyl-methyl)-6,7-dimethoxy-1,2,3,4-tetrahydro-isoquinolin-1-ylmethyl]-2-methoxy-phenoxy}-acetic acid ethyl ester). RXN SMILES: [OH:1][C:2]1[CH:33]=[CH:32][C:5]([CH2:6][CH:7]2[C:16]3[C:11](=[CH:12][C:13]([O:19][CH3:20])=[C:14]([O:17][CH3:18])[CH:15]=3)[CH2:10][CH2:9][N:8]2[CH2:21][C:22]([NH:24][CH2:25][C:26]2[CH:31]=[CH:30][CH:29]=[CH:28][CH:27]=2)=[O:23])=[CH:4][C:3]=1[O:34][CH3:35].Br[CH2:37][C:38]([O:40][CH2:41][CH3:42])=[O:39]>>[CH2:41]([O:40][C:38](=[O:39])[CH2:37][O:1][C:2]1[CH:33]=[CH:32][C:5]([CH2:6][CH:7]2[C:16]3[C:11](=[CH:12][C:13]([O:19][CH3:20])=[C:14]([O:17][CH3:18])[CH:15]=3)[CH2:10][CH2:9][N:8]2[CH2:21][C:22](=[O:23])[NH:24][CH2:25][C:26]2[CH:31]=[CH:30][CH:29]=[CH:28][CH:27]=2)=[CH:4][C:3]=1[O:34][CH3:35])[CH3:42]. Reported procedure: prepared by reaction of 2-[1-(4-hydroxy-3-methoxy-benzyl)-6,7-dimethoxy-3,4-dihydro-1H-isoquinolin-2-yl]-N-benzyl-acetamide with ethyl bromoacetate Reactants: CO, COC(=O)CCC(CCCCNS(=O)(=O)c1ccc(Cl)cc1)CCn1ccnc1, Cl, [Na+], [OH-]. The product is O=C(O)CCC(CCCCNS(=O)(=O)c1ccc(Cl)cc1)CCn1ccnc1. RXN SMILES: [CH3:33][OH:34].[Cl:1][c:2]1[cH:3][cH:4][c:5]([S:8](=[O:9])(=[O:10])[NH:11][CH2:12][CH2:13][CH2:14][CH2:15][CH:16]([CH2:17][CH2:18][C:19](=[O:20])[O:21][CH3:22])[CH2:23][CH2:24][n:25]2[cH:26][n:27][cH:28][cH:29]2)[cH:6][cH:7]1.[ClH:32].[Na+:31].[OH-:30]>>[Cl:1][c:2]1[cH:3][cH:4][c:5]([S:8](=[O:9])(=[O:10])[NH:11][CH2:12][CH2:13][CH2:14][CH2:15][CH:16]([CH2:17][CH2:18][C:19](=[O:20])[OH:21])[CH2:23][CH2:24][n:25]2[cH:26][n:27][cH:28][cH:29]2)[cH:6][cH:7]1. The reactants are CC=1C(=NC(NC1)=O)C=1C=NC=CC1 (5-methyl-4-pyridin-3-yl-1H-pyrimidin-2-one), [H-].[Na+] (NaH), BrCCCCCl (1-bromo-4-chloro-butane), O (water). Solvent: CS(=O)C (DMSO), CS(=O)C (DMSO). Reaction conditions: temperature 60 celsius. Yields the product ClCCCCN1C(N=C(C(=C1)C)C=1C=NC=CC1)=O (1-(4-Chloro-butyl)-5-methyl-4-pyridin-3-yl-1H-pyrimidin-2-one). Yield: 67.9%. Reaction SMILES: [CH3:1][C:2]1[C:3]([C:9]2[CH:10]=[N:11][CH:12]=[CH:13][CH:14]=2)=[N:4][C:5](=[O:8])[NH:6][CH:7]=1.[H-].[Na+].Br[CH2:18][CH2:19][CH2:20][CH2:21][Cl:22].O>CS(C)=O>[Cl:22][CH2:21][CH2:20][CH2:19][CH2:18][N:6]1[CH:7]=[C:2]([CH3:1])[C:3]([C:9]2[CH:10]=[N:11][CH:12]=[CH:13][CH:14]=2)=[N:4][C:5]1=[O:8] |f:1.2|. Procedure: To a solution of 5-methyl-4-pyridin-3-yl-1H-pyrimidin-2-one (100 mg, 0.53 mmol) in DMSO (2 ml), 60% NaH (23 mg, 0.59 mmol) was added portionwise. After heating the mixture at 60° C. for 1 hour, 1-bromo-4-chloro-butane (100 mg, 0.59 mmol) dissolved in DMSO (0.8 ml) was added at 60° C. and the heating was maintained for further 2 hours. After cooling to room temperature, water was added and the mixture extracted with diethyl ether to remove the dialkylated product and finally with ethyl acetate. E... Starting materials: OC(CCl)CCCl, [Na+], [OH-], O, Oc1ccc(-c2ccccc2)cc1. The product is OC(CCCl)COc1ccc(-c2ccccc2)cc1. As a reaction SMILES: [Cl:16][CH2:17][CH:18]([CH2:19][CH2:20][Cl:21])[OH:22].[Na+:15].[OH-:14].[OH2:23].[c:1]1(-[c:7]2[cH:8][cH:9][c:10]([OH:13])[cH:11][cH:12]2)[cH:2][cH:3][cH:4][cH:5][cH:6]1>>[c:1]1(-[c:7]2[cH:8][cH:9][c:10]([O:13][CH2:17][CH:18]([CH2:19][CH2:20][Cl:21])[OH:22])[cH:11][cH:12]2)[cH:2][cH:3][cH:4][cH:5][cH:6]1. Reactants: O=C(CBr)CC(=O)OC(c1ccccc1)c1ccccc1, CC(=O)O, [Cl-], O=N[O-], [Na+], [Na+], O. The product is O=C(CBr)C(=NO)C(=O)OC(c1ccccc1)c1ccccc1. RXN SMILES: [Br:1][CH2:2][C:3]([CH2:4][C:5](=[O:6])[O:7][CH:8]([c:9]1[cH:10][cH:11][cH:12][cH:13][cH:14]1)[c:15]1[cH:16][cH:17][cH:18][cH:19][cH:20]1)=[O:21].[CH3:28][C:29](=[O:30])[OH:31].[Cl-:27].[N:22](=[O:23])[O-:24].[Na+:25].[Na+:26].[OH2:32]>>[Br:1][CH2:2][C:3]([C:4]([C:5](=[O:6])[O:7][CH:8]([c:9]1[cH:10][cH:11][cH:12][cH:13][cH:14]1)[c:15]1[cH:16][cH:17][cH:18][cH:19][cH:20]1)=[N:22][OH:23])=[O:21]. Reactants: C(#N)[BH3-].[Na+] (sodium cyanoborohydride), N1C=CC2=CC3=C(C=C12)C(C3)C#N (5,6-Dihydro-1H-cyclobuta[f]indole-6-carbonitrile), [OH-].[Na+] (sodium hydroxide). Run in C(C)(=O)O (acetic acid). Run at temperature 13 celsius, time 2 hour. Yields the product N1CCC2=CC3=C(C=C12)C(C3)C#N (2,3,5,6-tetrahydro-1H-cyclobuta[f]indole-6-carbonitrile). RXN SMILES: [NH:1]1[C:9]2[C:4](=[CH:5][C:6]3[CH2:11][CH:10]([C:12]#[N:13])[C:7]=3[CH:8]=2)[CH:3]=[CH:2]1.C([BH3-])#N.[Na+].[OH-].[Na+]>C(O)(=O)C>[NH:1]1[C:9]2[C:4](=[CH:5][C:6]3[CH2:11][CH:10]([C:12]#[N:13])[C:7]=3[CH:8]=2)[CH2:3][CH2:2]1 |f:1.2,3.4|. Procedure details: 3.43 g of the product obtained in Step 4 are dissolved in 55 ml of acetic acid. In the course of 5 minutes, 3.84 g of sodium cyanoborohydride are added in portions to the reaction mixture, which has been cooled to 13° C. After returning to ambient temperature, stirring is carried out for 2 hours, and then the reaction mixture is cooled to 0° C. and the pH is adjusted to 11 by the addition of a solution of sodium hydroxide (45 g in 250 ml of water). The milky solution obtained is extracted with e...